This data is from the Open Reaction Database (ORD), a public repository of structured organic reaction records. The task is: describe an organic reaction: reactants, conditions, products, and yield Product: COC(C=1C=CC(=C(C1)NC=1SC(=C(N1)C1=CC=C(C=C1)C(F)(F)F)C(=O)N)[N+](=O)[O-])OC (2-(5-dimethoxymethyl-2-nitro-phenylamino)-4-(4-trifluoromethyl-phenyl)-thiazole-5-carboxylic acid amide). Yield: 91.8%. The solvent is CN(C=O)C (dimethylformamide). Reaction SMILES: [NH2:1][C:2]1[S:3][C:4]([C:17]([NH2:19])=[O:18])=[C:5]([C:7]2[CH:12]=[CH:11][C:10]([C:13]([F:16])([F:15])[F:14])=[CH:9][CH:8]=2)[N:6]=1.[CH3:20][O:21][CH:22]([O:33][CH3:34])[C:23]1[CH:28]=[CH:27][C:26]([N+:29]([O-:31])=[O:30])=[C:25](F)[CH:24]=1.C(=O)([O-])[O-].[Cs+].[Cs+].[Cl-].[NH4+]>CN(C)C=O>[CH3:34][O:33][CH:22]([O:21][CH3:20])[C:23]1[CH:28]=[CH:27][C:26]([N+:29]([O-:31])=[O:30])=[C:25]([NH:1][C:2]2[S:3][C:4]([C:17]([NH2:19])=[O:18])=[C:5]([C:7]3[CH:8]=[CH:9][C:10]([C:13]([F:16])([F:14])[F:15])=[CH:11][CH:12]=3)[N:6]=2)[CH:24]=1 |f:2.3.4,5.6|. Procedure: A mixture of 0.1171 g (0.40 mmole) of 2-amino-4-(4-trifluoromethyl-phenyl)-thiazole-5-carboxylic acid amide (V.47), 0.0892 g (0.414 mmole) of 4-dimethoxymethyl-2-fluoro-1-nitro-benzene, 6 mL of dimethylformamide and 0.6741 g (2.069 mmole) of cesium carbonate was heated at 60 degrees for 5 hours. The cooled mixture was added to dilute aqueous ammonium chloride. The precipitate was collected by filtration to give 0.1771 g of 2-(5-dimethoxymethyl-2-nitro-phenylamino)-4-(4-trifluoromethyl-phenyl)-th... Starting materials: [Cl-].[NH4+] (ammonium chloride), NC=1SC(=C(N1)C1=CC=C(C=C1)C(F)(F)F)C(=O)N (2-Amino-4-(4-trifluoromethyl-phenyl)-thiazole-5-carboxylic acid amide), COC(C1=CC(=C(C=C1)[N+](=O)[O-])F)OC (4-dimethoxymethyl-2-fluoro-1-nitro-benzene), C([O-])([O-])=O.[Cs+].[Cs+] (cesium carbonate). Starting materials: C(C)(C)(C)OC(=O)N1CCC(CC1)C=1OC(=NN1)C1=CC=CC=C1 (4-(5-phenyl-[1,3,4]oxadiazol-2-yl)-piperidine-1-carboxylic acid tert-butyl ester), C(=O)(C(F)(F)F)O (TFA), N (NH3). Solvent: C(Cl)Cl (CH2Cl2), CO (MeOH). Run at time 1 hour. The product is C1(=CC=CC=C1)C1=NN=C(O1)C1CCNCC1 (4-(5-Phenyl-[1,3,4]oxadiazol-2-yl)-piperidine). Isolated yield 100.1%. RXN SMILES: C(OC([N:8]1[CH2:13][CH2:12][CH:11]([C:14]2[O:15][C:16]([C:19]3[CH:24]=[CH:23][CH:22]=[CH:21][CH:20]=3)=[N:17][N:18]=2)[CH2:10][CH2:9]1)=O)(C)(C)C.C(O)(C(F)(F)F)=O.N>C(Cl)Cl.CO>[C:19]1([C:16]2[O:15][C:14]([CH:11]3[CH2:12][CH2:13][NH:8][CH2:9][CH2:10]3)=[N:18][N:17]=2)[CH:20]=[CH:21][CH:22]=[CH:23][CH:24]=1. Procedure: To a solution of 4-(5-phenyl-[1,3,4]oxadiazol-2-yl)-piperidine-1-carboxylic acid tert-butyl ester (795 mg, 2.41 mmol, 1.0 eq) in CH2Cl2 was added TFA (1.5 mL, 19.5 mmol, 8 eq). The reaction was stirred for 1 h and 7 N NH3 in MeOH (2 mL) was added dropwise for the pH to reach 7. The solvent was evaporated in vacuo giving the title product as a white solid (553 mg) which was used without further purification for the next step. MS (m/z, MH+): 230.3 Reaction SMILES: [C:1]([O:2][C:3](=[O:4])[n:8]1[c:9](-[c:24]2[c:25]([O:36][CH3:37])[n:26][n:27][c:28](-[c:30]3[cH:31][cH:32][n:33][cH:34][cH:35]3)[cH:29]2)[cH:10][c:11]2[cH:12][cH:13][c:14]([CH2:17][N:18]3[CH2:19][CH2:20][CH2:21][CH2:22][CH2:23]3)[cH:15][c:16]12)([CH3:5])([CH3:6])[CH3:7].[Cl:46][CH2:47][Cl:48].[OH2:45].[OH:38][C:39]([C:40]([F:41])([F:42])[F:43])=[O:44]>>[nH:8]1[c:9](-[c:24]2[c:25]([O:36][CH3:37])[n:26][n:27][c:28](-[c:30]3[cH:31][cH:32][n:33][cH:34][cH:35]3)[cH:29]2)[cH:10][c:11]2[cH:12][cH:13][c:14]([CH2:17][N:18]3[CH2:19][CH2:20][CH2:21][CH2:22][CH2:23]3)[cH:15][c:16]12. Reactants: COc1nnc(-c2ccncc2)cc1-c1cc2ccc(CN3CCCCC3)cc2n1C(=O)OC(C)(C)C, ClCCl, O, O=C(O)C(F)(F)F. Product: COc1nnc(-c2ccncc2)cc1-c1cc2ccc(CN3CCCCC3)cc2[nH]1. Reactants: C[Si](C)(C)Cl, CN1C(=O)CN=C(c2ccccc2)c2cc(C(F)(F)F)ccc21. RXN SMILES: [CH3:24][Si:25]([Cl:26])([CH3:27])[CH3:28].[F:1][C:2]([c:3]1[cH:4][cH:5][c:6]2[c:7]([cH:21]1)[C:8]([c:15]1[cH:16][cH:17][cH:18][cH:19][cH:20]1)=[N:9][CH2:10][C:11](=[O:14])[N:12]2[CH3:13])([F:22])[F:23]>>[F:1][C:2]([c:3]1[cH:4][cH:5][c:6]2[c:7]([cH:21]1)[C:8]([c:15]1[cH:16][cH:17][cH:18][cH:19][cH:20]1)=[N:9][CH:10]=[C:11]([O:14][Si:25]([CH3:24])([CH3:27])[CH3:28])[N:12]2[CH3:13])([F:22])[F:23]. Yields the product CN1C(O[Si](C)(C)C)=CN=C(c2ccccc2)c2cc(C(F)(F)F)ccc21. Starting materials: [N+](=O)([O-])C1=CC=C(COC(=O)NCCS(=O)(=O)[O-])C=C1.[Na+] (sodium 2-(4-nitrobenzyloxycarbonylamino)-ethanesulfonate), S(=O)(Cl)Cl (Thionyl chloride). Conditions: time 10 minute. Product: [N+](=O)([O-])C1=CC=C(COC(=O)NCCS(=O)(=O)Cl)C=C1 (2-(4-Nitrobenzyloxycarbonylamino)ethanesulfonyl Chloride). As a reaction SMILES: [N+:1]([C:4]1[CH:20]=[CH:19][C:7]([CH2:8][O:9][C:10]([NH:12][CH2:13][CH2:14][S:15]([O-])(=[O:17])=[O:16])=[O:11])=[CH:6][CH:5]=1)([O-:3])=[O:2].[Na+].S(Cl)([Cl:24])=O>>[N+:1]([C:4]1[CH:20]=[CH:19][C:7]([CH2:8][O:9][C:10]([NH:12][CH2:13][CH2:14][S:15]([Cl:24])(=[O:17])=[O:16])=[O:11])=[CH:6][CH:5]=1)([O-:3])=[O:2] |f:0.1|. Procedure: Thionyl chloride (20 mL) was added to sodium 2-(4-nitrobenzyloxycarbonylamino)-ethanesulfonate (A, 1.25 g). After stirring at room temperature for 10 min, the mixture was refluxed for 3 hr and concentrated in vacuo. The residue was suspended in benzene and the mixture was filtered over diatomaceous earth. The filtrate was concentrated in vacuo to afford the title compound (0.1 g) as a white powder: 1H NMR (400 MHz, CDCl3) δ 3.82-3.97 (m, 4H), 5.23 (s, 2H), 5.43 (br s, 1H), 7.51 (d, J=8.8 Hz, 2H)... Reactants: SC=1C=C2CCC(N(C2=CC1)C)=O (6-mercapto-1-methyl-1,2,3,4-tetrahydroquinolin-2-one), Cl.FC(CN1CC(CC1)(OC)C1=CC(=CC(=C1)F)F)F (1-(2,2-difluoroethyl)-3-(3,5-difluorophenyl)-3-methoxypyrrolidine hydrochloride). The product is FC=1C=C(C=C(C1)C1(CN(CC1)CC(F)F)OC)SC=1C=C2CCC(N(C2=CC1)C)=O (3-[5-fluoro-3-(1-methyl-2-oxo-1,2,3,4-tetrahydroquinolin-6-ylthio)phenyl]-1-(2,2-difluoroethyl)-3-methoxypyrrolidine). Yield: 51.0%. As a reaction SMILES: [SH:1][C:2]1[CH:3]=[C:4]2[C:9](=[CH:10][CH:11]=1)[N:8]([CH3:12])[C:7](=[O:13])[CH2:6][CH2:5]2.Cl.[F:15][CH:16]([F:33])[CH2:17][N:18]1[CH2:22][CH2:21][C:20]([C:25]2[CH:30]=[C:29](F)[CH:28]=[C:27]([F:32])[CH:26]=2)([O:23][CH3:24])[CH2:19]1>>[F:32][C:27]1[CH:28]=[C:29]([S:1][C:2]2[CH:3]=[C:4]3[C:9](=[CH:10][CH:11]=2)[N:8]([CH3:12])[C:7](=[O:13])[CH2:6][CH2:5]3)[CH:30]=[C:25]([C:20]2([O:23][CH3:24])[CH2:21][CH2:22][N:18]([CH2:17][CH:16]([F:15])[F:33])[CH2:19]2)[CH:26]=1 |f:1.2|. Procedure details: Using an analogous procedure to that described in Example 6, 6-mercapto-1-methyl-1,2,3,4-tetrahydroquinolin-2-one was reacted with 1-(2,2-difluoroethyl)-3-(3,5-difluorophenyl)-3-methoxypyrrolidine hydrochloride to give 3-[5-fluoro-3-(1-methyl-2-oxo-1,2,3,4-tetrahydroquinolin-6-ylthio)phenyl]-1-(2,2-difluoroethyl)-3-methoxypyrrolidine as a gum in 51% yield.